From a dataset of the Open Reaction Database (ORD), a public repository of structured organic reaction records. describe an organic reaction: reactants, conditions, products, and yield Starting materials: O=C(Cl)C1CC1, Cl, CC(=O)NCCC1CCc2ccc(N)c(O)c21, O, c1ccncc1. Product: CC(=O)NCCC1CCc2ccc(NC(=O)C3CC3)c(O)c21. RXN SMILES: [CH:19]1([C:22](=[O:23])[Cl:24])[CH2:20][CH2:21]1.[ClH:1].[NH2:2][c:3]1[cH:4][cH:5][c:6]2[c:10]([c:11]1[OH:12])[CH:9]([CH2:13][CH2:14][NH:15][C:16]([CH3:17])=[O:18])[CH2:8][CH2:7]2.[OH2:25].[cH:26]1[cH:27][cH:28][n:29][cH:30][cH:31]1>>[NH:2]([c:3]1[cH:4][cH:5][c:6]2[c:10]([c:11]1[OH:12])[CH:9]([CH2:13][CH2:14][NH:15][C:16]([CH3:17])=[O:18])[CH2:8][CH2:7]2)[C:22]([CH:19]1[CH2:20][CH2:21]1)=[O:23]. Starting materials: NC=1C(=C2C(N(C(C2=CC1N)=O)CCN(C)C)=O)C (5,6-diamino-2-(2-(dimethylamino)ethyl)-4-methylisoindoline-1,3-dione), ClC1=CC=NC(=C1C=O)OC (4-chloro-2-methoxynicotinaldehyde). The solvent is CO (methanol), C(C)(=O)O (acetic acid). Run at temperature 50 celsius. Product: ClC1=C(C(=NC=C1)OC)C1=NC=2C(=CC=3C(N(C(C3C2C)=O)CCN(C)C)=O)N1 (2-(4-Chloro-2-methoxypyridin-3-yl)-6-(2-(dimethylamino)ethyl)-4-methylimidazo[4,5-f]isoindole-5,7(1H,6H)-dione). As a reaction SMILES: [NH2:1][C:2]1[C:3]([CH3:19])=[C:4]2[C:8](=[CH:9][C:10]=1[NH2:11])[C:7](=[O:12])[N:6]([CH2:13][CH2:14][N:15]([CH3:17])[CH3:16])[C:5]2=[O:18].[Cl:20][C:21]1[C:26]([CH:27]=O)=[C:25]([O:29][CH3:30])[N:24]=[CH:23][CH:22]=1>CO.C(O)(=O)C>[Cl:20][C:21]1[CH:22]=[CH:23][N:24]=[C:25]([O:29][CH3:30])[C:26]=1[C:27]1[NH:11][C:10]2=[CH:9][C:8]3[C:7](=[O:12])[N:6]([CH2:13][CH2:14][N:15]([CH3:16])[CH3:17])[C:5](=[O:18])[C:4]=3[C:3]([CH3:19])=[C:2]2[N:1]=1. Procedure details: A mixture of 5,6-diamino-2-(2-(dimethylamino)ethyl)-4-methylisoindoline-1,3-dione (0.36 g, 1.37 mmol) and 4-chloro-2-methoxynicotinaldehyde (0.26 g, 1.51 mmol) in a mixture of methanol (8 mL) and acetic acid (0.4 mL) was heated at 50° C. for 14 h. After the end of reaction was established by TLC, the reaction mixture was concentrated under vacuum to dryness, and the crude product was subjected to the next step without further purification. Mass (ESI, positive) m/z 414.1 [M+H]+. The reactants are O=C(Cl)OCc1ccccc1, [Li]CCCC, C1CCOC1, O=C1CCC(c2nc(-c3ccccc3)c(-c3ccccc3)o2)N1. The product is O=C(NC(CCCO)c1nc(-c2ccccc2)c(-c2ccccc2)o1)OCc1ccccc1. RXN SMILES: [CH2:29]([c:30]1[cH:31][cH:32][cH:33][cH:34][cH:35]1)[O:36][C:37](=[O:38])[Cl:39].[Li:24][CH2:25][CH2:26][CH2:27][CH3:28].[O:40]1[CH2:41][CH2:42][CH2:43][CH2:44]1.[c:1]1(-[c:7]2[n:8][c:9]([CH:18]3[CH2:19][CH2:20][C:21](=[O:23])[NH:22]3)[o:10][c:11]2-[c:12]2[cH:13][cH:14][cH:15][cH:16][cH:17]2)[cH:2][cH:3][cH:4][cH:5][cH:6]1>>[c:1]1(-[c:7]2[n:8][c:9]([CH:18]([CH2:19][CH2:20][CH2:21][OH:23])[NH:22][C:37]([O:36][CH2:29][c:30]3[cH:31][cH:32][cH:33][cH:34][cH:35]3)=[O:38])[o:10][c:11]2-[c:12]2[cH:13][cH:14][cH:15][cH:16][cH:17]2)[cH:2][cH:3][cH:4][cH:5][cH:6]1. Starting materials: [C@@H]12C(C[C@@H](C=C1)C2)COC2=C(C=C(C=C2)S(=O)(=O)N)[N+](=O)[O-] (4-((1S,4S)-bicyclo[2.2.1]hept-5-en-2-ylmethoxy)-3-nitrobenzenesulfonamide), C[N+]1(CCOCC1)[O-] (N-methylmorpholine N-oxide), O (water). The reagents and catalysts are O=[Os](=O)(=O)=O (OsO4). Solvent: O1CCCC1 (tetrahydrofuran). Run at time 8 hour. The product is O[C@H]1[C@@H]2CC([C@H]([C@H]1O)C2)COC2=C(C=C(C=C2)S(=O)(=O)N)[N+](=O)[O-] (4-(((1R,4R,5S,6R)-5,6-dihydroxybicyclo[2.2.1]heptan-2-yl)methoxy)-3-nitrobenzenesulfonamide). Reaction SMILES: [C@H:1]12[CH2:7][C@H:4]([CH:5]=[CH:6]1)[CH2:3][CH:2]2[CH2:8][O:9][C:10]1[CH:15]=[CH:14][C:13]([S:16]([NH2:19])(=[O:18])=[O:17])=[CH:12][C:11]=1[N+:20]([O-:22])=[O:21].C[N+]1([O-])CC[O:27]CC1.[OH2:31]>O1CCCC1.O=[Os](=O)(=O)=O>[OH:31][C@@H:5]1[C@H:6]([OH:27])[C@@H:1]2[CH2:7][C@H:4]1[CH2:3][CH:2]2[CH2:8][O:9][C:10]1[CH:15]=[CH:14][C:13]([S:16]([NH2:19])(=[O:18])=[O:17])=[CH:12][C:11]=1[N+:20]([O-:22])=[O:21]. Procedure: To a solution of EXAMPLE 201A (340 mg) in tetrahydrofuran (10 mL) and water (1 mL) was added N-methylmorpholine N-oxide (184 mg) and OsO4 (2.5% in 2-methyl-2-propanol) (1.05 mL). The reaction mixture was stirred overnight and purified by reverse phase HPLC to provide two isomers, which were temporarily assigned as EXAMPLE 203A and EXAMPLE 203B, respectively. The reactants are O=C(c1ccccc1)c1ccc([N+](=O)[O-])c(C(=O)O)c1, O=C(n1ccnc1)n1ccnc1, ClCCl, Cl, O, NCc1ccccc1. The product is O=C(c1ccccc1)c1ccc([N+](=O)[O-])c(C(=O)NCc2ccccc2)c1. Reaction SMILES: [C:1]([c:2]1[cH:3][cH:4][cH:5][cH:6][cH:7]1)(=[O:8])[c:9]1[cH:10][cH:11][c:12]([N+:18](=[O:19])[O-:20])[c:13]([C:14](=[O:15])[OH:16])[cH:17]1.[C:21]([n:22]1[cH:23][cH:24][n:25][cH:26]1)([n:27]1[cH:28][cH:29][n:30][cH:31]1)=[O:32].[Cl:43][CH2:44][Cl:45].[ClH:41].[OH2:42].[c:33]1([CH2:39][NH2:40])[cH:34][cH:35][cH:36][cH:37][cH:38]1>>[C:1]([c:2]1[cH:3][cH:4][cH:5][cH:6][cH:7]1)(=[O:8])[c:9]1[cH:10][cH:11][c:12]([N+:18](=[O:19])[O-:20])[c:13]([C:14](=[O:16])[NH:40][CH2:39][c:33]2[cH:34][cH:35][cH:36][cH:37][cH:38]2)[cH:17]1. Starting materials: B, COc1ccc2c(c1)CC(=O)NCC2, C1CCOC1. The product is COc1ccc2c(c1)CCNCC2. As a reaction SMILES: [BH3:15].[CH3:1][O:2][c:3]1[cH:4][cH:5][c:6]2[c:7]([cH:14]1)[CH2:8][C:9](=[O:13])[NH:10][CH2:11][CH2:12]2.[O:16]1[CH2:17][CH2:18][CH2:19][CH2:20]1>>[CH3:1][O:2][c:3]1[cH:4][cH:5][c:6]2[c:7]([cH:14]1)[CH2:8][CH2:9][NH:10][CH2:11][CH2:12]2.